This data is from the Open Reaction Database (ORD), a public repository of structured organic reaction records. The task is: describe an organic reaction: reactants, conditions, products, and yield Reactants: C(C)[Si](C#CC[C@H](COC1OCCCC1)C)(CC)CC (triethyl-[(R)-4-methyl-5-(tetrahydro-2H-pyran-2-yloxy)pent-1-inyl]silane), Cl (hydrochloric acid), [OH-].[Na+] (sodium hydroxide). Run in O1CCCC1 (tetrahydrofuran). Conditions: temperature 50 celsius, time 6 hour. Product: C[C@@H](CO)CC#C[Si](CC)(CC)CC ((R)-2-methyl-5-triethylsilanylpent-4-in-1-ol). RXN SMILES: [CH2:1]([Si:3]([CH2:19][CH3:20])([CH2:17][CH3:18])[C:4]#[C:5][CH2:6][C@@H:7]([CH3:16])[CH2:8][O:9]C1CCCCO1)[CH3:2].Cl.[OH-].[Na+]>O1CCCC1>[CH3:16][C@H:7]([CH2:6][C:5]#[C:4][Si:3]([CH2:19][CH3:20])([CH2:1][CH3:2])[CH2:17][CH3:18])[CH2:8][OH:9] |f:2.3|. Procedure: A solution of triethyl-[(R)-4-methyl-5-(tetrahydro-2H-pyran-2-yloxy)pent-1-inyl]silane (3.84 g, 13 mmol) in tetrahydrofuran (50 mL) was mixed with 2 N hydrochloric acid (50 mL) and stirred for 6 h at 50° C. The reaction mixture was then adjusted to pH 7 with 2 N sodium hydroxide solution (50 mL), concentrated to low volume in a vacuum, and the aqueous phase obtained extracted with ethyl acetate (3×30 mL). The combined organic phases were dried with sodium sulphate and concentrated slightly to lo...